This data is from the Open Reaction Database (ORD), a public repository of structured organic reaction records. The task is: describe an organic reaction: reactants, conditions, products, and yield Reactants: [N+](=O)([O-])C1=C(C=CC=C1)C1=CC=C(C=C1)O (2′-nitrobiphenyl-4-ol), C1(=CC=CC=C1)C (toluene), ClS(=O)(=O)N=C=O (chlorosulfonyl isocyanate). The solvent is O (water). Product: S(N)(OC1=CC=C(C=C1)C1=C(C=CC=C1)[N+](=O)[O-])(=O)=O (2′-nitrobiphenyl-4-yl sulfamate). The yield is 54.4%. RXN SMILES: [N+:1]([C:4]1[CH:9]=[CH:8][CH:7]=[CH:6][C:5]=1[C:10]1[CH:15]=[CH:14][C:13]([OH:16])=[CH:12][CH:11]=1)([O-:3])=[O:2].C1(C)C=CC=CC=1.Cl[S:25]([N:28]=C=O)(=[O:27])=[O:26]>O>[S:25](=[O:27])(=[O:26])([O:16][C:13]1[CH:12]=[CH:11][C:10]([C:5]2[CH:6]=[CH:7][CH:8]=[CH:9][C:4]=2[N+:1]([O-:3])=[O:2])=[CH:15][CH:14]=1)[NH2:28]. Procedure details: A mixture composed of 215 mg of 2′-nitrobiphenyl-4-ol and 1 ml of toluene was cooled with ice, and 148 mg of chlorosulfonyl isocyanate was added dropwise thereto, followed by refluxing for 17 hours. After water was added to the reaction mixture under cooling with ice, the product was extracted with ethyl acetate. The organic layer was washed with water and dried over anhydrous magnesium sulfate. After the solvent was distilled off, the resulting crude product was purified by TLC (using a 10:1 mi... Starting materials: NNC(=S)N (thiosemicarbazide), Cl (hydrochloric acid), C(C)OC(CCC(=O)O)=O (succinic acid monoethyl ester), C(=O)OCCCl (chloroethyl formate). Solvent: O (Water), O1CCCC1 (tetrahydrofuran), C(C)N(CC)CC (triethylamine). Conditions: time 30 minute. Product: NC(=S)NNC(CCC(=O)OCC)=O (ethyl 4-[2-(aminocarbothioyl)hydrazino]-4-oxobutanoate), crystals. Isolated yield 25.0%. RXN SMILES: [CH2:1]([O:3][C:4](=[O:10])[CH2:5][CH2:6][C:7](O)=[O:8])[CH3:2].C(OCCCl)=O.[NH2:17][NH:18][C:19]([NH2:21])=[S:20].Cl>O1CCCC1.O.C(N(CC)CC)C>[NH2:21][C:19]([NH:18][NH:17][C:7](=[O:8])[CH2:6][CH2:5][C:4]([O:3][CH2:1][CH3:2])=[O:10])=[S:20]. Procedure details: To a solution of succinic acid monoethyl ester (22.0 g) and triethylamine (16.8 g) in tetrahydrofuran (150 ml) was added dropwise chloroethyl formate (18.0 g) at −20° C. After stirring for 30 min., pulverized thiosemicarbazide (13.7 g) was added and the mixture was stirred at room temperature for 7 hrs. Water was added to the reaction mixture, acidified with 2N hydrochloric acid and extracted with chloroform. The aqueous layer was separated and sodium chloride was added. The mixture was extracte... Starting materials: Cc1ccc(S(=O)(=O)OC2CCN(Cc3ccccc3)C2)cc1, C1CCOC1, COc1cccc(C(C#N)c2ccccc2)c1, CC(C)(C)[O-], [K+], O. Yields the product COc1cccc(C(C#N)(c2ccccc2)C2CCN(Cc3ccccc3)C2)c1. As a reaction SMILES: [CH2:18]([c:19]1[cH:20][cH:21][cH:22][cH:23][cH:24]1)[N:25]1[CH2:26][CH:27]([O:30][S:31]([c:32]2[cH:33][cH:34][c:35]([CH3:36])[cH:37][cH:38]2)(=[O:39])=[O:40])[CH2:28][CH2:29]1.[CH2:48]1[O:49][CH2:50][CH2:51][CH2:52]1.[CH3:1][O:2][c:3]1[cH:4][c:5]([CH:9]([C:10]#[N:11])[c:12]2[cH:13][cH:14][cH:15][cH:16][cH:17]2)[cH:6][cH:7][cH:8]1.[CH3:41][C:42]([CH3:43])([O-:44])[CH3:45].[K+:46].[OH2:47]>>[CH3:1][O:2][c:3]1[cH:4][c:5]([C:9]([C:10]#[N:11])([c:12]2[cH:13][cH:14][cH:15][cH:16][cH:17]2)[CH:27]2[CH2:26][N:25]([CH2:18][c:19]3[cH:20][cH:21][cH:22][cH:23][cH:24]3)[CH2:29][CH2:28]2)[cH:6][cH:7][cH:8]1.